From a dataset of the Open Reaction Database (ORD), a public repository of structured organic reaction records. describe an organic reaction: reactants, conditions, products, and yield Reactants: CC1=C(C=C(C(=O)OC)C=C1)N1C(C2=CC(=CC=C2C=C1)C#CCN1CCOCC1)=O (Methyl 4-methyl-3-[7-(3-morpholin-4-ylprop-1-yn-1-yl)-1-oxoisoquinolin-2(1H)-yl]benzoate), CO (methanol), C(C)(=O)OCC (ethyl acetate). The reagents and catalysts are [Pd] (Pd/C). Solvent: C(C)O (ethanol). Product: CN(CCCC1=CC=C2C=CN(C(C2=C1)=O)C=1C=C(C(=O)OC)C=CC1C)C (methyl 3-[7-[3-(dimethylamino)propyl]-1-oxoisoquinolin-2(1H)-yl]-4-methylbenzoate). Yield: 91.2%. As a reaction SMILES: [CH3:1][C:2]1[CH:11]=[CH:10][C:5]([C:6]([O:8][CH3:9])=[O:7])=[CH:4][C:3]=1[N:12]1[CH:21]=[CH:20][C:19]2[C:14](=[CH:15][C:16]([C:22]#[C:23][CH2:24][N:25]3[CH2:30]COC[CH2:26]3)=[CH:17][CH:18]=2)[C:13]1=[O:31].CO.C(OCC)(=O)C>C(O)C.[Pd]>[CH3:30][N:25]([CH3:26])[CH2:24][CH2:23][CH2:22][C:16]1[CH:15]=[C:14]2[C:19]([CH:20]=[CH:21][N:12]([C:3]3[CH:4]=[C:5]([CH:10]=[CH:11][C:2]=3[CH3:1])[C:6]([O:8][CH3:9])=[O:7])[C:13]2=[O:31])=[CH:18][CH:17]=1. Procedure details: Methyl 4-methyl-3-[7-(3-morpholin-4-ylprop-1-yn-1-yl)-1-oxoisoquinolin-2(1H)-yl]benzoate (292 mg) and 10% Pd/C (30 mg) were stirred in a mixture of ethanol (2 ml)/methanol (4 ml)/ethyl acetate (2 ml) under an atmosphere of hydrogen at room temperature for 17 hours. The catalyst was removed by filtration through a microfibre filter and the filtrate was concentrated to yield an oil. The oil was purified by column chromatography on an ion exchange column (isolute SCX column from International Sorbe... Reactants: [N+](=O)([O-])C=1C=C(C(=CC1)F)C=1OC2=C(N1)C=C(C=C2F)Br (2-(3-nitro-6-fluorophenyl)-5-bromo-7-fluorobenzoxazole), C(CC)N (propylamine). Product: [N+](=O)([O-])C=1C=C(C(=CC1)NCCC)C=1OC2=C(N1)C=C(C=C2F)Br (2-(3-Nitro-6-propylaminophenyl)-5-bromo-7-fluorobenzoxazole). Reaction SMILES: [N+:1]([C:4]1[CH:5]=[C:6]([C:11]2[O:12][C:13]3[C:19]([F:20])=[CH:18][C:17]([Br:21])=[CH:16][C:14]=3[N:15]=2)[C:7](F)=[CH:8][CH:9]=1)([O-:3])=[O:2].[CH2:22]([NH2:25])[CH2:23][CH3:24]>>[N+:1]([C:4]1[CH:5]=[C:6]([C:11]2[O:12][C:13]3[C:19]([F:20])=[CH:18][C:17]([Br:21])=[CH:16][C:14]=3[N:15]=2)[C:7]([NH:25][CH2:22][CH2:23][CH3:24])=[CH:8][CH:9]=1)([O-:3])=[O:2]. Reported procedure: Prepared by the method of Example 54a), from 2-(3-nitro-6-fluorophenyl)-5-bromo-7-fluorobenzoxazole (284 mg, 0.8 mmol) and propylamine (328 μL, 4.0 mmol) the subtitle compound was obtained. The product was used directly in the next step without purification. The reactants are ClCCl, COc1ccc(CN2C(=O)C(N)c3ccccc3-c3ccccc32)cc1, O=C(O)C(F)(F)F. Reaction SMILES: [Cl:34][CH2:35][Cl:36].[NH2:1][CH:2]1[c:3]2[c:4]([cH:23][cH:24][cH:25][cH:26]2)-[c:5]2[c:6]([cH:19][cH:20][cH:21][cH:22]2)[N:7]([CH2:10][c:11]2[cH:12][cH:13][c:14]([O:15][CH3:16])[cH:17][cH:18]2)[C:8]1=[O:9].[OH:27][C:28]([C:29]([F:30])([F:31])[F:32])=[O:33]>>[NH2:1][CH:2]1[c:3]2[c:4]([cH:23][cH:24][cH:25][cH:26]2)-[c:5]2[c:6]([cH:19][cH:20][cH:21][cH:22]2)[NH:7][C:8]1=[O:9]. Product: NC1C(=O)Nc2ccccc2-c2ccccc21. Reported procedure: To a degassed solution of 3-chloro-2-nitro-pyridine (1.35 g, 8.51 mmol) and 3,5 difluoroaniline (1.0 g, 7.74 mmol) in dimethyl acetamide (23.2 mL) was added cesium carbonate (6.34 g, 19.35 mmol) and the reaction mixture was further degassed with nitrogen for 15 min. xanthophos (267 mg, 0.46 mmol) and Pd2 (dba)3 (212 mg, 0.23 mmol) were added to the reaction mixture and stirred at 100° C. for 12 h. After completion, the reaction mixture was diluted with water (50 mL) and extracted with ethyl acta... Yields the product FC=1C=C(C=C(C1)F)NC=1C(=NC=CC1)[N+](=O)[O-] ((3,5-difluorophenyl)-(2-nitro-pyridin-3-yl)-amine). Starting materials: ClC=1C(=NC=CC1)[N+](=O)[O-] (3-chloro-2-nitro-pyridine), FC=1C=C(N)C=C(C1)F (3,5 difluoroaniline), C([O-])([O-])=O.[Cs+].[Cs+] (cesium carbonate). Run at temperature 100 celsius, time 12 hour. The reagents and catalysts are C=1C=CC(=CC1)/C=C/C(=O)/C=C/C2=CC=CC=C2.C=1C=CC(=CC1)/C=C/C(=O)/C=C/C2=CC=CC=C2.C=1C=CC(=CC1)/C=C/C(=O)/C=C/C2=CC=CC=C2.[Pd].[Pd] (Pd2 (dba)3). The solvent is O (water), CC(=O)N(C)C (dimethyl acetamide). Reaction SMILES: Cl[C:2]1[C:3]([N+:8]([O-:10])=[O:9])=[N:4][CH:5]=[CH:6][CH:7]=1.[F:11][C:12]1[CH:13]=[C:14]([CH:16]=[C:17]([F:19])[CH:18]=1)[NH2:15].C(=O)([O-])[O-].[Cs+].[Cs+]>CC(N(C)C)=O.O.C1C=CC(/C=C/C(/C=C/C2C=CC=CC=2)=O)=CC=1.C1C=CC(/C=C/C(/C=C/C2C=CC=CC=2)=O)=CC=1.C1C=CC(/C=C/C(/C=C/C2C=CC=CC=2)=O)=CC=1.[Pd].[Pd]>[F:11][C:12]1[CH:13]=[C:14]([NH:15][C:2]2[C:3]([N+:8]([O-:10])=[O:9])=[N:4][CH:5]=[CH:6][CH:7]=2)[CH:16]=[C:17]([F:19])[CH:18]=1 |f:2.3.4,7.8.9.10.11|. Starting materials: CCO (EtOH), C(C1=CC=CC=C1)OC=1C=CC=C2C=CC(=NC12)Cl (8-Benzyloxy-2-chloro-quinoline), C1(=CC=CC=C1)C (toluene), COCCOC=1C=CC(=C(C1)N)[N+](=O)[O-] (5-(2-Methoxy-ethoxy)-2-nitro-phenylamine), C(=O)([O-])[O-].[Cs+].[Cs+] (Cs2CO3). Reagents/catalysts: C(C)(=O)[O-].[Pd+2].C(C)(=O)[O-] (palladium acetate), C1(=CC=CC=C1)B(O)O (phenyl boronic acid), C1(=CC=CC=C1)P(CCP(C1=CC=CC=C1)C1=CC=CC=C1)C1=CC=CC=C1 (1,2-bis(diphenylphosphino)-ethane). The solvent is ClCCCl (DCE). Conditions: temperature 95 celsius, time 8 hour. Product: C(C1=CC=CC=C1)OC=1C=CC=C2C=CC(=NC12)NC1=C(C=C(C=C1)OCCOC)[N+](=O)[O-] ((8-Benzyloxy-quinolin-2-yl)[4-(2-methoxy-ethoxy)-2-nitro-phenyl]-amine). As a reaction SMILES: [CH2:1]([O:8][C:9]1[CH:10]=[CH:11][CH:12]=[C:13]2[C:18]=1[N:17]=[C:16](Cl)[CH:15]=[CH:14]2)[C:2]1[CH:7]=[CH:6][CH:5]=[CH:4][CH:3]=1.[C:20]1(C)C=CC=C[CH:21]=1.COCCO[C:32]1C=C[C:35]([N+:39]([O-:41])=[O:40])=[C:36]([NH2:38])[CH:37]=1.[C:42]([O-:45])([O-])=O.[Cs+].[Cs+].[CH3:48][CH2:49][OH:50]>ClCCCl.C([O-])(=O)C.[Pd+2].C([O-])(=O)C.C1(B(O)O)C=CC=CC=1.C1(P(C2C=CC=CC=2)CCP(C2C=CC=CC=2)C2C=CC=CC=2)C=CC=CC=1>[CH2:1]([O:8][C:9]1[CH:10]=[CH:11][CH:12]=[C:13]2[C:18]=1[N:17]=[C:16]([NH:38][C:36]1[CH:37]=[CH:32][C:49]([O:50][CH2:20][CH2:21][O:45][CH3:42])=[CH:48][C:35]=1[N+:39]([O-:41])=[O:40])[CH:15]=[CH:14]2)[C:2]1[CH:7]=[CH:6][CH:5]=[CH:4][CH:3]=1 |f:3.4.5,8.9.10|. Reported procedure: 8-Benzyloxy-2-chloro-quinoline 77B (25.53 g, 94.64 mMol) was added to 350 mL of anhydrous toluene under an atmosphere of dry N2. To this solution was added 5-(2-methoxyethoxy)-2-nitro-phenylamine 42A (20.08 g, 94.64 mMol), palladium acetate (433 mg, 1.89 mMol), Cs2CO3 (43.2 g, 132 mMol), phenyl boronic acid (584 mg, 4.79 mMol) and 1,2-bis(diphenylphosphino)-ethane (2.33 g, 5.68 mMol) and the mixture was then deoxygenated by bubbling argon through for ten minutes. The reaction mixture was then he... The reactants are C(C1=CC=CC=C1)N1CC=C(CC1)C1=CC=C(CCO)C=C1 (4-(1-benzyl-1,2,5,6-tetrahydropyrid-4-yl)phenethyl alcohol). Reagents/catalysts: [C].[Pd] (palladium-carbon). Run in C(C)O (ethanol). Conditions: time 12 hour. Yields the product N1CCC(CC1)C1=CC=C(CCO)C=C1 (4-(piperidin-4-yl)phenethyl alcohol). Yield: 71.5%. RXN SMILES: C([N:8]1[CH2:13][CH2:12][C:11]([C:14]2[CH:22]=[CH:21][C:17]([CH2:18][CH2:19][OH:20])=[CH:16][CH:15]=2)=[CH:10][CH2:9]1)C1C=CC=CC=1>C(O)C.[C].[Pd]>[NH:8]1[CH2:13][CH2:12][CH:11]([C:14]2[CH:22]=[CH:21][C:17]([CH2:18][CH2:19][OH:20])=[CH:16][CH:15]=2)[CH2:10][CH2:9]1 |f:2.3|. Reported procedure: To a solution of 8.0 g of 4-(1-benzyl-1,2,5,6-tetrahydropyrid-4-yl)phenethyl alcohol in ethanol (200 ml) was added 15 g of 10% palladium-carbon (moisture content: 50%) and hydrogenation was effected at ordinary temperature under atmospheric pressure for 12 hours. After the completion of the reaction, the palladium-carbon was filtered off and the filtrate was distilled under reduced pressure to thereby give 4.0 g of crude 4-(piperidin-4-yl)phenethyl alcohol as a colorless oily substance. To 4.0 g... The reactants are NC1C(N(CCC1)C(=O)OC(C)(C)C)C1=CC=CC=C1 (3-Amino-1-tert-butoxycarbonyl-2-phenylpiperidine), COC1=C(C=O)C=C(C(=C1)OC)CC(F)(F)F (2,4-Dimethoxy-5-(2,2,2-trifluoroethyl)benzaldehyde), Compound 13. The product is C(C)(C)(C)OC(=O)N1[C@H]([C@H](CCC1)NCC1=C(C=C(C(=C1)CC(F)(F)F)OC)OC)C1=CC=CC=C1 ((2S,3S)-1-tert-Butoxycarbonyl-3-(2,4-dimethoxy-5-(2,2,2-trifluoroethyl)benzyl)amino-2-phenylpiperidine). RXN SMILES: [NH2:1][CH:2]1[CH2:7][CH2:6][CH2:5][N:4]([C:8]([O:10][C:11]([CH3:14])([CH3:13])[CH3:12])=[O:9])[CH:3]1[C:15]1[CH:20]=[CH:19][CH:18]=[CH:17][CH:16]=1.[CH3:21][O:22][C:23]1[CH:30]=[C:29]([O:31][CH3:32])[C:28]([CH2:33][C:34]([F:37])([F:36])[F:35])=[CH:27][C:24]=1[CH:25]=O>>[C:11]([O:10][C:8]([N:4]1[CH2:5][CH2:6][CH2:7][C@H:2]([NH:1][CH2:25][C:24]2[CH:27]=[C:28]([CH2:33][C:34]([F:35])([F:36])[F:37])[C:29]([O:31][CH3:32])=[CH:30][C:23]=2[O:22][CH3:21])[C@@H:3]1[C:15]1[CH:16]=[CH:17][CH:18]=[CH:19][CH:20]=1)=[O:9])([CH3:14])([CH3:13])[CH3:12]. Procedure: This compound was prepared from Compound 12 and Compound 85 in the same manner of Compound 13.